Task: describe an organic reaction: reactants, conditions, products, and yield. Dataset: the Open Reaction Database (ORD), a public repository of structured organic reaction records Starting materials: O=C(O)C(=O)O, CC(N)C(=O)N(CC(=O)OC(C)(C)C)C1Cc2ccccc2C1, CC(=O)[O-], CC(=O)O, CCO, [Na+], CCOC(=O)C(=O)CCc1ccccc1. The product is CCOC(=O)C(CCc1ccccc1)NC(C)C(=O)N(CC(=O)OC(C)(C)C)C1Cc2ccccc2C1. Reaction SMILES: [C:1]([OH:2])(=[O:3])[C:4]([OH:5])=[O:6].[C:7]([CH3:8])([CH3:9])([CH3:10])[O:11][C:12]([CH2:13][N:14]([CH:15]1[CH2:16][c:17]2[cH:18][cH:19][cH:20][cH:21][c:22]2[CH2:23]1)[C:24]([CH:25]([NH2:26])[CH3:27])=[O:28])=[O:29].[CH3:31][C:32](=[O:33])[O-:34].[CH3:35][C:36](=[O:37])[OH:38].[CH3:54][CH2:55][OH:56].[Na+:30].[O:39]=[C:40]([C:41](=[O:42])[O:43][CH2:44][CH3:45])[CH2:46][CH2:47][c:48]1[cH:49][cH:50][cH:51][cH:52][cH:53]1>>[C:7]([CH3:8])([CH3:9])([CH3:10])[O:11][C:12]([CH2:13][N:14]([CH:15]1[CH2:16][c:17]2[cH:18][cH:19][cH:20][cH:21][c:22]2[CH2:23]1)[C:24]([CH:25]([NH:26][CH:40]([C:41](=[O:42])[O:43][CH2:44][CH3:45])[CH2:46][CH2:47][c:48]1[cH:49][cH:50][cH:51][cH:52][cH:53]1)[CH3:27])=[O:28])=[O:29]. Procedure: Under the conditions given in Example 1 (a), 6 g of 3',4',5'-trimethoxy-flavone-3-carboxylic acid with 4.1 g 4-dimethylaminopyridine and 1.6 ml mesylchloride in absolute dichloromethane were converted into the mixed anhydride. This was reacted with 3.3 ml 1-benzylpiperazine analogously to Example 1 (b). The reaction mixture was worked up analogously to Example 1 (b). 7.0 g of pure 3',4',5'-trimethoxy-3-[(4-benzylpiperazin-1-yl)-carbonyl]flavone were obtained. The reagents and catalysts are CN(C1=CC=NC=C1)C (4-dimethylaminopyridine). The solvent is ClCCl (dichloromethane). As a reaction SMILES: [CH3:1][O:2][C:3]1[CH:4]=[C:5]([CH:20]=[C:21]([O:25][CH3:26])[C:22]=1[O:23][CH3:24])[C:6]1[O:7][C:8]2[C:13]([C:14](=[O:19])[C:15]=1[C:16](O)=[O:17])=[CH:12][CH:11]=[CH:10][CH:9]=2.S(Cl)(C)(=O)=O.[CH2:32]([N:39]1[CH2:44][CH2:43][NH:42][CH2:41][CH2:40]1)[C:33]1[CH:38]=[CH:37][CH:36]=[CH:35][CH:34]=1>CN(C)C1C=CN=CC=1.ClCCl>[CH3:26][O:25][C:21]1[CH:20]=[C:5]([CH:4]=[C:3]([O:2][CH3:1])[C:22]=1[O:23][CH3:24])[C:6]1[O:7][C:8]2[C:13]([C:14](=[O:19])[C:15]=1[C:16]([N:42]1[CH2:43][CH2:44][N:39]([CH2:32][C:33]3[CH:34]=[CH:35][CH:36]=[CH:37][CH:38]=3)[CH2:40][CH2:41]1)=[O:17])=[CH:12][CH:11]=[CH:10][CH:9]=2. Reactants: Example 1 ( a ), C(C1=CC=CC=C1)N1CCNCC1 (1-benzylpiperazine), anhydride, COC=1C=C(C=2OC3=CC=CC=C3C(C2C(=O)O)=O)C=C(C1OC)OC (3',4',5'-trimethoxy-flavone-3-carboxylic acid), S(=O)(=O)(C)Cl (mesylchloride), Example 1 ( b ). Product: COC=1C=C(C=2OC3=CC=CC=C3C(C2C(=O)N2CCN(CC2)CC2=CC=CC=C2)=O)C=C(C1OC)OC (3',4',5'-trimethoxy-3-[(4-benzylpiperazin-1-yl)-carbonyl]flavone). Starting materials: C(C)OC(\C=C\C1=C(C=C(C(=C1)OC)Cl)NS(=O)(=O)C)=O ((E)-3-(4Chloro-2-methanesulfonylamino-5-methoxyphenyl)-acrylic acid ethyl ester). Solvent: [OH-].[Na+].CCO (NaOH EtOH). Run at temperature 0 celsius. The product is ClC1=CC(=C(C=C1OC)/C=C/C(=O)O)NS(=O)(=O)C ((E)-3-(4-Chloro-2-methanesulfonylamino-5-methoxyphenyl)-acrylic acid). The yield is 38.8%. RXN SMILES: C([O:3][C:4](=[O:21])/[CH:5]=[CH:6]/[C:7]1[CH:12]=[C:11]([O:13][CH3:14])[C:10]([Cl:15])=[CH:9][C:8]=1[NH:16][S:17]([CH3:20])(=[O:19])=[O:18])C>[OH-].[Na+].CCO>[Cl:15][C:10]1[C:11]([O:13][CH3:14])=[CH:12][C:7](/[CH:6]=[CH:5]/[C:4]([OH:21])=[O:3])=[C:8]([NH:16][S:17]([CH3:20])(=[O:18])=[O:19])[CH:9]=1 |f:1.2.3|. Procedure details: (E)-3-(4Chloro-2-methanesulfonylamino-5-methoxyphenyl)-acrylic acid ethyl ester (320 mg; 0.96 mmol) was refluxed in 2N NaOH/EtOH 1/10 for 10 min. The resulting suspension was cooled to 0° C., filtered, taken up in water and acidified with 2N HCl and extracted with TBME three times. The combined organic phases were dried over Na2SO4 and evaporated to dryness to yield the title compound as yellowish crystals (114 mg; 39%).